This data is from the Open Reaction Database (ORD), a public repository of structured organic reaction records. The task is: describe an organic reaction: reactants, conditions, products, and yield Reported procedure: Following the procedure of Example 16, diisopropylaminoethylamine and 1,1'-carbonyldiimidazole and 3-(phenylsulfonyl)piperidine were reacted to give the title compound which was crystallized from diethyl ether-hexane as white solid in 59.8% yield, m.p. 82.5°-84° C. RXN SMILES: [CH:1]([N:4]([CH2:8][CH2:9][NH2:10])[CH:5]([CH3:7])[CH3:6])([CH3:3])[CH3:2].[C:11](N1C=CN=C1)(N1C=CN=C1)=[O:12].[C:23]1([S:29]([CH:32]2[CH2:37][CH2:36][CH2:35][NH:34][CH2:33]2)(=[O:31])=[O:30])[CH:28]=[CH:27][CH:26]=[CH:25][CH:24]=1>>[CH3:2][CH:1]([N:4]([CH:5]([CH3:7])[CH3:6])[CH2:8][CH2:9][NH:10][C:11]([N:34]1[CH2:35][CH2:36][CH2:37][CH:32]([S:29]([C:23]2[CH:28]=[CH:27][CH:26]=[CH:25][CH:24]=2)(=[O:31])=[O:30])[CH2:33]1)=[O:12])[CH3:3]. Isolated yield 59.8%. The reactants are C(C)(C)N(C(C)C)CCN (diisopropylaminoethylamine), C(=O)(N1C=NC=C1)N1C=NC=C1 (1,1'-carbonyldiimidazole), C1(=CC=CC=C1)S(=O)(=O)C1CNCCC1 (3-(phenylsulfonyl)piperidine). Product: CC(C)N(CCNC(=O)N1CC(CCC1)S(=O)(=O)C1=CC=CC=C1)C(C)C (N-[2-[bis(1-Methylethyl)amino]ethyl]-3-(phenylsulfonyl)-1-piperidinecarboxamide). The reactants are O=C=NCc1ccccc1, CO, ClCCl, CCCCc1nc2c(N)nc3cccnc3c2n1CCCCN, C1CCOC1. Yields the product CCCCc1nc2c(N)nc3cccnc3c2n1CCCCNC(=O)NCc1ccccc1. RXN SMILES: [CH2:1]([c:2]1[cH:3][cH:4][cH:5][cH:6][cH:7]1)[N:8]=[C:9]=[O:10].[CH3:37][OH:38].[Cl:34][CH2:35][Cl:36].[NH2:11][c:12]1[n:13][c:14]2[cH:15][cH:16][cH:17][n:18][c:19]2[c:20]2[c:21]1[n:22][c:23]([CH2:30][CH2:31][CH2:32][CH3:33])[n:24]2[CH2:25][CH2:26][CH2:27][CH2:28][NH2:29].[O:39]1[CH2:40][CH2:41][CH2:42][CH2:43]1>>[CH2:1]([c:2]1[cH:3][cH:4][cH:5][cH:6][cH:7]1)[NH:8][C:9](=[O:10])[NH:29][CH2:28][CH2:27][CH2:26][CH2:25][n:24]1[c:20]2[c:19]3[c:14]([n:13][c:12]([NH2:11])[c:21]2[n:22][c:23]1[CH2:30][CH2:31][CH2:32][CH3:33])[cH:15][cH:16][cH:17][n:18]3. Starting materials: O1[C@H](COC2=C(C=C3C(=O)OCC3)C=CC=C2)C1 ((S)-α-(2′-(2,3-epoxypropan-1-yloxy)benzylidene)-γ-butyrolactone), C1=C(C=CC2=CC=CC=C12)C1CCNCC1 (4-(naphthalen-2-yl)piperidine). Run in C(C)O (ethanol). Yields the product O[C@H](COC1=C(C=C2C(=O)OCC2)C=CC=C1)CN1CCC(CC1)C1=CC2=CC=CC=C2C=C1 ((S)-α-(2′-(2-hydroxy-3-(4-(naphthalen-2-yl) piperidino) propyloxy) benzylidene)-γ-butyrolactone). The yield is 53.8%. RXN SMILES: [O:1]1[CH2:18][C@H:2]1[CH2:3][O:4][C:5]1[CH:17]=[CH:16][CH:15]=[CH:14][C:6]=1[CH:7]=[C:8]1[CH2:13][CH2:12][O:11][C:9]1=[O:10].[CH:19]1[C:28]2[C:23](=[CH:24][CH:25]=[CH:26][CH:27]=2)[CH:22]=[CH:21][C:20]=1[CH:29]1[CH2:34][CH2:33][NH:32][CH2:31][CH2:30]1>C(O)C>[OH:1][C@@H:2]([CH2:18][N:32]1[CH2:33][CH2:34][CH:29]([C:20]2[CH:21]=[CH:22][C:23]3[C:28](=[CH:27][CH:26]=[CH:25][CH:24]=3)[CH:19]=2)[CH2:30][CH2:31]1)[CH2:3][O:4][C:5]1[CH:17]=[CH:16][CH:15]=[CH:14][C:6]=1[CH:7]=[C:8]1[CH2:13][CH2:12][O:11][C:9]1=[O:10]. Procedure: (S)-α-(2′-(2,3-epoxypropan-1-yloxy)benzylidene)-γ-butyrolactone (50 g) and 4-(naphthalen-2-yl)piperidine (43 g) were dissolved in ethanol (500 ml) and the mixture was refluxed under heating for 2 hr. After cooling, the solvent was evaporated under reduced pressure and the obtained crystals were collected by filtration. The crystals were recrystallized once from acetonitrile and once from a mixed solvent of ethyl acetate and ethanol to give the title compound (50 g), melting point 138–140° C.